This data is from the Open Reaction Database (ORD), a public repository of structured organic reaction records. The task is: describe an organic reaction: reactants, conditions, products, and yield Starting materials: O[C@@H]1CC[C@H](CC1)NC=1OCC(C1C(=O)OC(C)C)=O (isopropyl 2-[(trans-4-hydroxycyclohexyl)amino]-4-oxo-4,5-dihydrofuran-3-carboxylate), NC[C@@H]1CC[C@H](CC1)O (trans-4-aminomethylcyclohexanol), C(CC(=O)OC(C)C)(=O)OC(C)C (diisopropyl malonate), ClCC(=O)Cl (chloroacetyl chloride), N1C=C(C2=CC=CN=C12)C=O (7-azaindole-3-carboxaldehyde), N1[C@H](C(=O)O)CCC1 (L-proline). Solvent: CC(C)O (2-propanol). Conditions: time 20 hour. Yields the product N1C=C(C=2C1=NC=CC2)C=C2C(C(=C(O2)N[C@@H]2CC[C@H](CC2)O)C(=O)OC(C)C)=O (isopropyl 5-[(1H-pyrrolo[2,3-b]pyridin-3-yl)methylene]-2-[(trans-4-hydroxycyclohexyl)amino]-4-oxo-4,5-dihydrofuran-3-carboxylate). Reaction SMILES: [OH:1][C@H:2]1[CH2:7][CH2:6][C@H:5]([NH:8][C:9]2[O:10][CH2:11][C:12](=[O:20])[C:13]=2[C:14]([O:16][CH:17]([CH3:19])[CH3:18])=[O:15])[CH2:4][CH2:3]1.C(OC(C)C)(=O)CC(OC(C)C)=O.ClCC(Cl)=O.NC[C@H]1CC[C@H](O)CC1.[NH:48]1[C:56]2[C:51](=[CH:52][CH:53]=[CH:54][N:55]=2)[C:50]([CH:57]=O)=[CH:49]1.N1CCC[C@H]1C(O)=O>CC(O)C>[NH:48]1[C:56]2=[N:55][CH:54]=[CH:53][CH:52]=[C:51]2[C:50]([CH:57]=[C:11]2[O:10][C:9]([NH:8][C@H:5]3[CH2:6][CH2:7][C@H:2]([OH:1])[CH2:3][CH2:4]3)=[C:13]([C:14]([O:16][CH:17]([CH3:18])[CH3:19])=[O:15])[C:12]2=[O:20])=[CH:49]1. Reported procedure: A solution of isopropyl 2-[(trans-4-hydroxycyclohexyl)amino]-4-oxo-4,5-dihydrofuran-3-carboxylate (0.10 g, 0.44 mmol) which similarly prepared according to the procedure described in the Example 74, Third step using diisopropyl malonate and chloroacetyl chloride, and trans-4-aminomethylcyclohexanol (0.056 mg, 0.49 mmol) in 2-propanol (1.0 mL) was stirred at ambient temperature for 20 h. To this reaction mixture, 7-azaindole-3-carboxaldehyde (0.065 g, 0.44 mmol) and L-proline (0.0050 g, 0.044 mmo...